Dataset: the Open Reaction Database (ORD), a public repository of structured organic reaction records. Task: describe an organic reaction: reactants, conditions, products, and yield The reactants are CC=1C=C(C=CC1)NC=1C2=C(N=CN1)C=NC(=N2)N2CCC(CC2)C(=O)O (4-[(3-Methylphenyl)amino]-6-(4-carboxy-1-piperidinyl)pyrimido[5,4-d]pyrimidine), F[B-](F)(F)F.N1(N=NC2=C1C=CC=C2)OC(=[N+](C)C)N(C)C (O-(benzotriazol-1-yl)-N,N,N',N'-tetramethyluronium tetrafluoroborate), CNC (dimethylamine). Solvent: C(C)N(CC)CC (triethylamine). Yields the product CC=1C=C(C=CC1)NC=1C2=C(N=CN1)C=NC(=N2)N2CCC(CC2)C(=O)N(C)C (4-[(3-Methylphenyl)amino]-6-[4-(N,N-dimethylamino)carbonyl-1-piperidinyl]-pyrimido[5,4-d]pyrimidine). Reaction SMILES: [CH3:1][C:2]1[CH:3]=[C:4]([NH:8][C:9]2[C:10]3[N:18]=[C:17]([N:19]4[CH2:24][CH2:23][CH:22]([C:25]([OH:27])=O)[CH2:21][CH2:20]4)[N:16]=[CH:15][C:11]=3[N:12]=[CH:13][N:14]=2)[CH:5]=[CH:6][CH:7]=1.F[B-](F)(F)F.N1(O[C:43](N(C)C)=[N+:44](C)[CH3:45])C2C=CC=CC=2N=N1.CNC>C(N(CC)CC)C>[CH3:1][C:2]1[CH:3]=[C:4]([NH:8][C:9]2[C:10]3[N:18]=[C:17]([N:19]4[CH2:20][CH2:21][CH:22]([C:25]([N:44]([CH3:45])[CH3:43])=[O:27])[CH2:23][CH2:24]4)[N:16]=[CH:15][C:11]=3[N:12]=[CH:13][N:14]=2)[CH:5]=[CH:6][CH:7]=1 |f:1.2|. Procedure: Prepared from compound 46 of Example 1 by reaction with O-(benzotriazol-1-yl)-N,N,N',N'-tetramethyluronium tetrafluoroborate, triethylamine and dimethylamine. Starting materials: S(O)(O)(=O)=O (sulfuric acid), CO (methanol), CC(CCCCC(=O)OC)=C (methyl 5-methylhex-5-enecarboxylate), CC=1C=CC=CC1C (o-xylene). The solvent is O (water). Yields the product CC=1C=C(C=CC1C)C(CCCCC(=O)OC)(C)C (methyl 5-(3,4-dimethylphenyl)-5-methylhexanecarboxylate). RXN SMILES: S(=O)(=O)(O)O.CO.[CH3:8][C:9](=[CH2:18])[CH2:10][CH2:11][CH2:12][CH2:13][C:14]([O:16][CH3:17])=[O:15].[CH3:19][C:20]1[CH:21]=[CH:22][CH:23]=[CH:24][C:25]=1[CH3:26]>O>[CH3:19][C:20]1[CH:21]=[C:22]([C:9]([CH3:18])([CH3:8])[CH2:10][CH2:11][CH2:12][CH2:13][C:14]([O:16][CH3:17])=[O:15])[CH:23]=[CH:24][C:25]=1[CH3:26]. Procedure details: 300 parts of 98% sulfuric acid, 64 parts of methanol, 71 parts of methyl 5-methylhex-5-enecarboxylate and 53 parts of o-xylene are stirred at room temperature for 3 days and then poured into 2000 parts of water. This is followed by extraction with ether, washing of the extract with water and evaporation of the ether. The residue is dissolved in 500 parts of methanol, one part of p-toluenesulfonic acid, and the mixture is heated under reflux for 6 hours. The methanol is then distilled off, and th... The reactants are C=Cc1cccc2c(Cl)c(C(=O)CCC)cnc12, Cc1cc(O)ccc1N, C1COCCO1. RXN SMILES: [C:1]([CH2:2][CH2:3][CH3:4])(=[O:5])[c:6]1[cH:7][n:8][c:9]2[c:10]([CH:17]=[CH2:18])[cH:11][cH:12][cH:13][c:14]2[c:15]1[Cl:16].[NH2:19][c:20]1[c:21]([CH3:27])[cH:22][c:23]([OH:26])[cH:24][cH:25]1.[O:28]1[CH2:29][CH2:30][O:31][CH2:32][CH2:33]1>>[C:1]([CH2:2][CH2:3][CH3:4])(=[O:5])[c:6]1[cH:7][n:8][c:9]2[c:10]([CH:17]=[CH2:18])[cH:11][cH:12][cH:13][c:14]2[c:15]1[NH:19][c:20]1[c:21]([CH3:27])[cH:22][c:23]([OH:26])[cH:24][cH:25]1. Product: C=Cc1cccc2c(Nc3ccc(O)cc3C)c(C(=O)CCC)cnc12. The reactants are C1CNCCN1, CS(C)=O, O=C(Nc1cnc2ccccc2c1)c1ccc(F)cc1. The product is O=C(Nc1cnc2ccccc2c1)c1ccc(N2CCNCC2)cc1. RXN SMILES: [CH2:21]1[CH2:22][NH:23][CH2:24][CH2:25][NH:26]1.[CH3:27][S:28]([CH3:29])=[O:30].[F:1][c:2]1[cH:3][cH:4][c:5]([C:6](=[O:7])[NH:8][c:9]2[cH:10][n:11][c:12]3[cH:13][cH:14][cH:15][cH:16][c:17]3[cH:18]2)[cH:19][cH:20]1>>[c:2]1([N:23]2[CH2:22][CH2:21][NH:26][CH2:25][CH2:24]2)[cH:3][cH:4][c:5]([C:6](=[O:7])[NH:8][c:9]2[cH:10][n:11][c:12]3[cH:13][cH:14][cH:15][cH:16][c:17]3[cH:18]2)[cH:19][cH:20]1. The reactants are C(C)OC(CN)=O (glycine ethyl ester), NCC(=O)N (glycinamide), carboxylic acid, ethyl ester, C(CCCCCCC\C=C/CCCCCCCC)(=O)O (oleic acid), CCN=C=NCCCN(C)C (EDCI), C(CCCCCCC\C=C/CCCCCCCC)(=O)N(C)CC(=O)O (N-Oleoyl sarcosine). Solvent: CCO (EtOH). Yields the product C(CCCCCCC\C=C/CCCCCCCC)(=O)NCC(=O)O (N-Oleoyl glycine). As a reaction SMILES: C(OC(=O)CN)C.C(O)(=O)CCCCCCC/C=C\CCCCCCCC.CCN=C=NCCCN(C)C.NCC(N)=O.[C:44]([N:63]([CH2:65][C:66]([OH:68])=[O:67])C)(=[O:62])[CH2:45][CH2:46][CH2:47][CH2:48][CH2:49][CH2:50][CH2:51]/[CH:52]=[CH:53]\[CH2:54][CH2:55][CH2:56][CH2:57][CH2:58][CH2:59][CH2:60][CH3:61]>CCO>[C:44]([NH:63][CH2:65][C:66]([OH:68])=[O:67])(=[O:62])[CH2:45][CH2:46][CH2:47][CH2:48][CH2:49][CH2:50][CH2:51]/[CH:52]=[CH:53]\[CH2:54][CH2:55][CH2:56][CH2:57][CH2:58][CH2:59][CH2:60][CH3:61]. Procedure: N-Oleoyl glycine (FIG. 7) was prepared by coupling glycine ethyl ester to oleic acid with EDCI (Cravatt et al. (1996) J. Am. Chem. Soc. 118, 580-590; Patterson et al. (1996) J. Am. Chem. Soc. 118, 5938-5945) followed by sequential transformation to the carboxylic acid (LiOH) and glycinamide (EDCI, NH4OH;). N-Oleoyl sarcosine was purchased (Pfaltz and Bauer) and converted to its ethyl ester by coupling with EtOH (DCC). Reactants: C(#N)C1=CC=C(C(=O)NC(NC2=C(C=C(OCC(=O)OC(C)C)C=C2)C)=O)C=C1 (isopropyl 4-[3-(4-cyanobenzoyl)ureido]-3-methylphenoxyacetate), N1=CC=CC=C1 (pyridine), S (H2S). As a reaction SMILES: [C:1]([C:3]1[CH:29]=[CH:28][C:6]([C:7]([NH:9][C:10](=[O:27])[NH:11][C:12]2[CH:25]=[CH:24][C:15]([O:16][CH2:17][C:18]([O:20][CH:21]([CH3:23])[CH3:22])=[O:19])=[CH:14][C:13]=2[CH3:26])=[O:8])=[CH:5][CH:4]=1)#[N:2].N1C=CC=CC=1.[SH2:36]>C(N(CC)CC)C>[C:1]([C:3]1[CH:4]=[CH:5][C:6]([C:7]([NH:9][C:10](=[O:27])[NH:11][C:12]2[CH:25]=[CH:24][C:15]([O:16][CH2:17][C:18]([O:20][CH:21]([CH3:23])[CH3:22])=[O:19])=[CH:14][C:13]=2[CH3:26])=[O:8])=[CH:28][CH:29]=1)(=[S:36])[NH2:2]. Procedure details: In a similar manner to Example 1, starting material step (b), the product of step (c) (11.36 g), pyridine (500 ml), triethylamine (70 ml) and H2S gas were reacted to give isopropyl 4-[3-(4-thiocarbamoylbenzoyl)ureido]-3-methylphenoxyacetate (12.23 g) as a yellow solid: NMR Spectrum (DMSO-d6) 1.24 (6H, d), 2.28 (3H, s), 4.69 (2H, s), 5.01 (1H, m), 6.78 (1H, dd), 6.85 (1H, d), 7.77 (1H, d), 7.96 (2H, d), 8.05 (2H, d), 9.65 (1H, br s), 10.04 (1H, br s), 10.56 (1H, s), 11.11 (1H, s); Mass Spectrum m... The solvent is C(C)N(CC)CC (triethylamine). Yields the product C(N)(=S)C1=CC=C(C(=O)NC(NC2=C(C=C(OCC(=O)OC(C)C)C=C2)C)=O)C=C1 (isopropyl 4-[3-(4-thiocarbamoylbenzoyl)ureido]-3-methylphenoxyacetate). The reactants are OC1=C(C=CC(=C1O)O)C(=O)C1=CC(=C(C(=C1)O)OCC(C1=CC=CC=C1)=O)O ([2,3,4-trihydroxy-phenyl][3',5'-dihydroxy-4'-(2-oxo-2-phenylethoxy)phenyl] methanone), C(C(CO)(CO)N)O (Tris). Reagents/catalysts: [Ag]=O (silver oxide). Yields the product OC=1C=C(C(=O)C=2C=CC(C3(C2NC(CO3)(CO)CO)O)=O)C=C(C1OCC(C1=CC=CC=C1)=O)O ((RS)-5-[3,5-dihydroxy-4-(2-oxo-2-phenylethoxy)-benzoyl]-3,3-bis(hydroxymethyl)-8a-hydroxy-3,4-dihydro-2H-1,4-benzoxazin-8(8aH)-one). The yield is 40.3%. Reaction SMILES: O[C:2]1[C:7]([OH:8])=[C:6]([OH:9])[CH:5]=[CH:4][C:3]=1[C:10]([C:12]1[CH:17]=[C:16]([OH:18])[C:15]([O:19][CH2:20][C:21](=[O:28])[C:22]2[CH:27]=[CH:26][CH:25]=[CH:24][CH:23]=2)=[C:14]([OH:29])[CH:13]=1)=[O:11].[CH2:30]([OH:37])[C:31]([NH2:36])([CH2:34][OH:35])[CH2:32][OH:33]>[Ag]=O>[OH:29][C:14]1[CH:13]=[C:12]([CH:17]=[C:16]([OH:18])[C:15]=1[O:19][CH2:20][C:21](=[O:28])[C:22]1[CH:27]=[CH:26][CH:25]=[CH:24][CH:23]=1)[C:10]([C:3]1[CH:4]=[CH:5][C:6](=[O:9])[C:7]2([OH:8])[O:37][CH2:30][C:31]([CH2:34][OH:35])([CH2:32][OH:33])[NH:36][C:2]=12)=[O:11]. Procedure: The procedure is analogous to that described in Example 8a), but starting with 0.79 g of [2,3,4-trihydroxy-phenyl][3',5'-dihydroxy-4'-(2-oxo-2-phenylethoxy)phenyl] methanone (compound VIIIb described in Example 2), 12.10 g of Tris and 2.30 g of silver oxide (Ag2O). After purification by chromatography on a 30 g silica gel column (diameter: 2.0 cm, height: 60 cm) eluted with an ethyl acetate/methanol mixture (97/3 by volume), 0.40 g of (RS)-5-[3,5-dihydroxy-4-(2-oxo-2-phenylethoxy)-benzoyl]-3,3-b...